From a dataset of the Open Reaction Database (ORD), a public repository of structured organic reaction records. describe an organic reaction: reactants, conditions, products, and yield Reactants: O=C1N(CC2=CC=C(C=C12)C(=O)O)CCNC1=NC=CC=N1 (3-Oxo-2-[2-(pyrimidin-2-ylamino)ethyl]-2,3-dihydro-1H-isoindole-5-carboylic acid), Cl.NC[C@@H](C(=O)OC(C)(C)C)NS(=O)(=O)C1=CC=CC=C1 (tert-Butyl 3-Amino-2(S)-phenylsulfonylaminopropionate hydrochloride), C=1C=CC2=C(C1)N=NN2O (HOBT), C(CCl)Cl (EDC). The solvent is CN(C)C=O (DMF). Yields the product C(C)(C)(C)OC([C@H](CNC(=O)C=1C=C2C(N(CC2=CC1)CCNC1=NC=CC=N1)=O)NS(=O)(=O)C1=CC=CC=C1)=O (3-Oxo-2-[2-(pyrimidin-2-ylamino)ethyl]-2,3-dihydro-1H-isoindole-5-carbonyl-2(S)phenylsulfonylamino-β-alanine t-butyl ester). As a reaction SMILES: [O:1]=[C:2]1[C:10]2[C:5](=[CH:6][CH:7]=[C:8]([C:11](O)=[O:12])[CH:9]=2)[CH2:4][N:3]1[CH2:14][CH2:15][NH:16][C:17]1[N:22]=[CH:21][CH:20]=[CH:19][N:18]=1.Cl.[NH2:24][CH2:25][C@H:26]([NH:34][S:35]([C:38]1[CH:43]=[CH:42][CH:41]=[CH:40][CH:39]=1)(=[O:37])=[O:36])[C:27]([O:29][C:30]([CH3:33])([CH3:32])[CH3:31])=[O:28].C1C=CC2N(O)N=NC=2C=1.C(Cl)CCl>CN(C=O)C>[C:30]([O:29][C:27](=[O:28])[C@@H:26]([NH:34][S:35]([C:38]1[CH:39]=[CH:40][CH:41]=[CH:42][CH:43]=1)(=[O:37])=[O:36])[CH2:25][NH:24][C:11]([C:8]1[CH:9]=[C:10]2[C:5](=[CH:6][CH:7]=1)[CH2:4][N:3]([CH2:14][CH2:15][NH:16][C:17]1[N:22]=[CH:21][CH:20]=[CH:19][N:18]=1)[C:2]2=[O:1])=[O:12])([CH3:33])([CH3:31])[CH3:32] |f:1.2|. Procedure: A DMF solution (10 mL) of acid 6-4 (382 mg, 1.28 mmol) 1-4 (517 mg, 1.54 mmol), HOBT (264 mg, 1.13 mmol) NMM (563 μl, 5.1 mmol) and EDC (331 mg, 1.73 mmol) was stirred under ambient conditions for 18 h. The DMF was removed at 50° C. and the residue partitioned between EtOAc and H2O. The organic layer was washed with sat. NaHCO3 solution, brine, and dried (MgSO4). Evaporation gave a yellow foam which was purified by flash chromatography (silica, 3:1 acetone/CH2Cl2) to provide 6-5 as a colorless f... Starting materials: CC(C)C(CS(=O)(=O)Cl)C(=O)N1C(=O)OCC1Cc1ccccc1, Clc1ccc(-c2cnc(C3CCNCC3)nc2)cc1. RXN SMILES: [CH2:20]([c:21]1[cH:22][cH:23][cH:24][cH:25][cH:26]1)[CH:27]1[N:28]([C:33]([CH:34]([CH:35]([CH3:36])[CH3:37])[CH2:38][S:39](=[O:40])(=[O:41])[Cl:42])=[O:43])[C:29](=[O:32])[O:30][CH2:31]1.[Cl:1][c:2]1[cH:3][cH:4][c:5](-[c:8]2[cH:9][n:10][c:11]([CH:14]3[CH2:15][CH2:16][NH:17][CH2:18][CH2:19]3)[n:12][cH:13]2)[cH:6][cH:7]1>>[Cl:1][c:2]1[cH:3][cH:4][c:5](-[c:8]2[cH:9][n:10][c:11]([CH:14]3[CH2:15][CH2:16][N:17]([S:39]([CH2:38][CH:34]([C:33]([N:28]4[CH:27]([CH2:20][c:21]5[cH:22][cH:23][cH:24][cH:25][cH:26]5)[CH2:31][O:30][C:29]4=[O:32])=[O:43])[CH:35]([CH3:36])[CH3:37])(=[O:40])=[O:41])[CH2:18][CH2:19]3)[n:12][cH:13]2)[cH:6][cH:7]1. The product is CC(C)C(CS(=O)(=O)N1CCC(c2ncc(-c3ccc(Cl)cc3)cn2)CC1)C(=O)N1C(=O)OCC1Cc1ccccc1. Starting materials: COC1=CC=C(CN(C2=NC=CC=C2)CCN(CCCCCCN)C)C=C1 (N-[2-[N-(4-methoxybenzyl)-N-(2-pyridyl)amino]ethyl]-N-methyl-1,6-hexanediamine), C(=O)(N1C=NC=C1)N1C=NC=C1 (1,1'-carbonyldiimidazole), N1(CCCCC1)CC=1C=C(OCCCN)C=CC1 (3-[3-(piperidinomethyl)phenoxy]propylamine). Yields the product COC1=CC=C(CN(C2=NC=CC=C2)CCN(C)CCCCCCNC(=O)NCCCOC2=CC(=CC=C2)CN2CCCCC2)C=C1 (N-[6-[N-[2-[N-(4-methoxybenzyl)-N-(2-pyridyl)amino]ethyl]-N-methylamino]hexyl]-N'-[3-[3-(piperidinomethyl)phenoxy]propyl]urea). RXN SMILES: [CH3:1][O:2][C:3]1[CH:27]=[CH:26][C:6]([CH2:7][N:8]([CH2:15][CH2:16][N:17]([CH3:25])[CH2:18][CH2:19][CH2:20][CH2:21][CH2:22][CH2:23][NH2:24])[C:9]2[CH:14]=[CH:13][CH:12]=[CH:11][N:10]=2)=[CH:5][CH:4]=1.[C:28](N1C=CN=C1)(N1C=CN=C1)=[O:29].[N:40]1([CH2:46][C:47]2[CH:48]=[C:49]([CH:55]=[CH:56][CH:57]=2)[O:50][CH2:51][CH2:52][CH2:53][NH2:54])[CH2:45][CH2:44][CH2:43][CH2:42][CH2:41]1>>[CH3:1][O:2][C:3]1[CH:27]=[CH:26][C:6]([CH2:7][N:8]([CH2:15][CH2:16][N:17]([CH2:18][CH2:19][CH2:20][CH2:21][CH2:22][CH2:23][NH:24][C:28]([NH:54][CH2:53][CH2:52][CH2:51][O:50][C:49]2[CH:55]=[CH:56][CH:57]=[C:47]([CH2:46][N:40]3[CH2:45][CH2:44][CH2:43][CH2:42][CH2:41]3)[CH:48]=2)=[O:29])[CH3:25])[C:9]2[CH:14]=[CH:13][CH:12]=[CH:11][N:10]=2)=[CH:5][CH:4]=1. Procedure: Preparation is effected analogously to Example 63, using 0.58 g (1.5 mmol) of N-[2-[N-(4-methoxybenzyl)-N-(2-pyridyl)amino]ethyl]-N-methyl-1,6-hexanediamine and the equimolar amounts of 1,1'-carbonyldiimidazole and 3-[3-(piperidinomethyl)phenoxy]propylamine as starting materials. Working up by chromatography analogously to Example 63 yields the purified title compound in the form of a viscous oil; MS (+FAB method): m/z (rel. int. [%])=645 ([M+H]+, 8), 121 (100); IR (KBr): 1635 cm-1 (C=O). For fu... Starting materials: O1CCOC2=C1C=CC(=C2)CN(C(OC(C)(C)C)=O)C2CCNCC2 (tert-butyl (2,3-dihydro-1,4-benzodioxin-6-ylmethyl)(piperidin-4-yl)carbamate), C(O)([O-])=O.[Na+] (sodium hydrogen carbonate), COC1=CC=C2C(=CC(N(C2=C1)CC=O)=O)C(=O)NC (7-methoxy-N-methyl-2-oxo-1-(2-oxoethyl)-1,2-dihydroquinoline-4-carboxamide), C(C)(=O)O[BH-](OC(C)=O)OC(C)=O.[Na+] (sodium triacetoxyborohydride). The solvent is C(C)(=O)O (acetic acid), C(Cl)(Cl)Cl (Chloroform), ClCCl (dichloromethane), ClCCl (dichloromethane). Conditions: time 2 hour. Product: O1CCOC2=C1C=CC(=C2)CN(C(OC(C)(C)C)=O)C2CCN(CC2)CCN2C(C=C(C1=CC=C(C=C21)OC)C(=O)NC)=O (tert-butyl (2,3-dihydro-1,4-benzodioxin-6-ylmethyl)(1-(2-(7-methoxy-4-((methylamino)carbonyl)-2-oxoquinolin-1(2H)-yl)ethyl)piperidin-4-yl)carbamate). The yield is 93.9%. Reaction SMILES: [CH3:1][O:2][C:3]1[CH:12]=[C:11]2[C:6]([C:7]([C:17]([NH:19][CH3:20])=[O:18])=[CH:8][C:9](=[O:16])[N:10]2[CH2:13][CH:14]=O)=[CH:5][CH:4]=1.[O:21]1[C:26]2[CH:27]=[CH:28][C:29]([CH2:31][N:32]([CH:40]3[CH2:45][CH2:44][NH:43][CH2:42][CH2:41]3)[C:33](=[O:39])[O:34][C:35]([CH3:38])([CH3:37])[CH3:36])=[CH:30][C:25]=2[O:24][CH2:23][CH2:22]1.C(O[BH-](OC(=O)C)OC(=O)C)(=O)C.[Na+].C(=O)([O-])O.[Na+]>C(Cl)(Cl)Cl.C(O)(=O)C.ClCCl>[O:21]1[C:26]2[CH:27]=[CH:28][C:29]([CH2:31][N:32]([CH:40]3[CH2:45][CH2:44][N:43]([CH2:14][CH2:13][N:10]4[C:11]5[C:6](=[CH:5][CH:4]=[C:3]([O:2][CH3:1])[CH:12]=5)[C:7]([C:17]([NH:19][CH3:20])=[O:18])=[CH:8][C:9]4=[O:16])[CH2:42][CH2:41]3)[C:33](=[O:39])[O:34][C:35]([CH3:38])([CH3:36])[CH3:37])=[CH:30][C:25]=2[O:24][CH2:23][CH2:22]1 |f:2.3,4.5|. Procedure details: To 2 mL of dichloromethane suspension containing 77 mg of 7-methoxy-N-methyl-2-oxo-1-(2-oxoethyl)-1,2-dihydroquinoline-4-carboxamide, 2 mL of dichloromethane solution containing 98 mg of tert-butyl (2,3-dihydro-1,4-benzodioxin-6-ylmethyl)(piperidin-4-yl)carbamate and 16 μL of acetic acid were added and stirred at room temperature for 2 hours. To the reaction mixture, 89 mg of sodium triacetoxyborohydride was added and stirred at the same temperature for 30 min. Chloroform and aqueous saturated s... Starting materials: CO, CC(O)C(O)Cl, [K+], [OH-], COC(=O)CCCCC=C(C)CCCCCCCO. Product: CC1=CCCCCC(=O)OCCCCCCC1. As a reaction SMILES: [CH3:28][OH:29].[Cl:22][CH:23]([OH:24])[CH:25]([OH:26])[CH3:27].[K+:21].[OH-:20].[OH:1][CH2:2][CH2:3][CH2:4][CH2:5][CH2:6][CH2:7][CH2:8][C:9](=[CH:10][CH2:11][CH2:12][CH2:13][CH2:14][C:15](=[O:16])[O:17][CH3:18])[CH3:19]>>[CH2:3]1[CH2:4][CH2:5][CH2:6][CH2:7][CH2:8][C:9]([CH3:19])=[CH:10][CH2:11][CH2:12][CH2:13][CH2:14][C:15](=[O:16])[O:17][CH2:18]1. Starting materials: ClC(Cl)Cl, Cl, [Na+], [OH-], O, O=C(O)c1ccc(O)cc1. The product is O=Cc1cc(C(=O)O)ccc1O. RXN SMILES: [Cl:13][CH:14]([Cl:15])[Cl:16].[ClH:17].[Na+:12].[OH-:11].[OH2:18].[OH:1][C:2](=[O:3])[c:4]1[cH:5][cH:6][c:7]([OH:8])[cH:9][cH:10]1>>[OH:1][C:2](=[O:3])[c:4]1[cH:5][c:6]([CH:14]=[O:11])[c:7]([OH:8])[cH:9][cH:10]1. Reactants: C, C1CCOC1, CCO, CC(C#N)c1ccc([N+](=O)[O-])cc1, [Pd]. Product: CC(C#N)c1ccc(N)cc1. RXN SMILES: [C:14].[CH2:16]1[O:17][CH2:18][CH2:19][CH2:20]1.[CH3:21][CH2:22][OH:23].[N+:1]([O-:2])(=[O:3])[c:4]1[cH:5][cH:6][c:7]([CH:10]([C:11]#[N:12])[CH3:13])[cH:8][cH:9]1.[Pd:15]>>[NH2:1][c:4]1[cH:5][cH:6][c:7]([CH:10]([C:11]#[N:12])[CH3:13])[cH:8][cH:9]1.